From a dataset of the Open Reaction Database (ORD), a public repository of structured organic reaction records. describe an organic reaction: reactants, conditions, products, and yield Starting materials: [OH-].[Na+] (NaOH), CN(CC1(CCOCC1)C1=CC=C(C=C1)OCCCN1CCSCC1)C (Dimethyl-{4-[4-(3-thiomorpholin-4-ylpropoxy)phenyl]tetrahydro-pyran-4-ylmethyl}amine), C(=O)(C(F)(F)F)O (TFA), FC(C(=O)OO)(F)F (trifluoro-peracetic acid). Solvent: C(Cl)Cl (DCM). The product is O=S1(CCN(CC1)CCCOC1=CC=C(C=C1)C1(CCOCC1)CN(C)C)=O ((4-{4-[3-(1,1-Dioxo-thiomorpholin-4-yl)propoxy]phenyl}tetra-hydro-pyran-4-ylmethyl)dimethyl-amine). Isolated yield 46.0%. As a reaction SMILES: [CH3:1][N:2]([CH3:26])[CH2:3][C:4]1([C:10]2[CH:15]=[CH:14][C:13]([O:16][CH2:17][CH2:18][CH2:19][N:20]3[CH2:25][CH2:24][S:23][CH2:22][CH2:21]3)=[CH:12][CH:11]=2)[CH2:9][CH2:8][O:7][CH2:6][CH2:5]1.C(O)(C(F)(F)F)=[O:28].FC(F)(F)C(OO)=O.[OH-:42].[Na+]>C(Cl)Cl>[O:42]=[S:23]1(=[O:28])[CH2:22][CH2:21][N:20]([CH2:19][CH2:18][CH2:17][O:16][C:13]2[CH:12]=[CH:11][C:10]([C:4]3([CH2:3][N:2]([CH3:1])[CH3:26])[CH2:5][CH2:6][O:7][CH2:8][CH2:9]3)=[CH:15][CH:14]=2)[CH2:25][CH2:24]1 |f:3.4|. Reported procedure: Dimethyl-{4-[4-(3-thiomorpholin-4-ylpropoxy)phenyl]tetrahydro-pyran-4-ylmethyl}amine (300 mg, 0.792 mmol) and TFA (0.99 ml) were cooled to 0 to 5° C. and trifluoro-peracetic acid (4M, 0.77 ml) was added and the reaction allowed to warm to ambient temperature overnight. The mixture was diluted with DCM (6 ml), basified with NaOH (2M, 8 ml) and extracted with DCM (2×20 ml). The DCM extracts were dried over MgSO4, filtered and concentrated in vacuo at 35° C. Purification by chromatography on silica... The reactants are O=C(O)CBr, C1CCOC1, Cl, [H-], [Na+], O, c1c[nH]cn1. Product: O=C(O)Cn1ccnc1. As a reaction SMILES: [Br:8][CH2:9][C:10](=[O:11])[OH:12].[CH2:14]1[O:15][CH2:16][CH2:17][CH2:18]1.[ClH:13].[H-:6].[Na+:7].[OH2:19].[nH:1]1[cH:2][n:3][cH:4][cH:5]1>>[n:1]1([CH2:9][C:10](=[O:11])[OH:12])[cH:2][n:3][cH:4][cH:5]1. Starting materials: Cl (HCl), [Cl-].[Na+] (sodium chloride), ClS(=O)(=O)N=C=O (chlorosulfonyl isocyanate), C1(=CC=CC=C1)CO (phenylmethanol), Cl.COC([C@H]1NCCC1)=O (L-proline methyl ester hydrochloride). Run in C(Cl)Cl (methylene chloride), C(Cl)Cl (methylene chloride), C(C)N(CC)CC (triethylamine). Run at time 2 hour. Yields the product COC([C@H]1N(CCC1)S(=O)(=O)NC(=O)OCC1=CC=CC=C1)=O (N-(carbobenzyloxyaminosulfonyl)-L-proline methyl ester). Yield: 106.8%. Reaction SMILES: Cl[S:2]([N:5]=[C:6]=[O:7])(=[O:4])=[O:3].[C:8]1([CH2:14][OH:15])[CH:13]=[CH:12][CH:11]=[CH:10][CH:9]=1.Cl.[CH3:17][O:18][C:19](=[O:25])[C@@H:20]1[CH2:24][CH2:23][CH2:22][NH:21]1.Cl.[Cl-].[Na+]>C(Cl)Cl.C(N(CC)CC)C>[CH3:17][O:18][C:19](=[O:25])[C@@H:20]1[CH2:24][CH2:23][CH2:22][N:21]1[S:2]([NH:5][C:6]([O:15][CH2:14][C:8]1[CH:13]=[CH:12][CH:11]=[CH:10][CH:9]=1)=[O:7])(=[O:4])=[O:3] |f:2.3,5.6|. Procedure details: To a stirred solution of 7.36 ml (84.8 mmol) of chlorosulfonyl isocyanate in 180 ml of methylene chloride was added phenylmethanol (8.82 ml, 84.9 mmol) at 0° C. over a period of 35 minutes. After stirring the above solution for 2 hours at this temperature, a solution of 15.54 g (93.28 mmol) of L-proline methyl ester hydrochloride in 500 ml of methylene chloride containing triethylamine (35.5 ml) was added at 0°-5° C., and the resulting mixture was stirred overnight allowing the mixture to warm t... Starting materials: BrCc1ccccc1, CC(C)(C)OC(=O)NC(Cc1ccc(O)c(I)c1)C(=O)O, CCCCCC, CCOC(C)=O, CCOC(C)=O, CCN(C(C)C)C(C)C. Yields the product CC(C)(C)OC(=O)NC(Cc1ccc(O)c(I)c1)C(=O)OCc1ccccc1. Reaction SMILES: [Br:31][CH2:32][c:33]1[cH:34][cH:35][cH:36][cH:37][cH:38]1.[C:1]([CH3:2])([CH3:3])([CH3:4])[O:5][C:6](=[O:7])[NH:8][CH:9]([C:10](=[O:11])[OH:12])[CH2:13][c:14]1[cH:15][c:16]([I:21])[c:17]([OH:20])[cH:18][cH:19]1.[CH3:39][CH2:40][CH2:41][CH2:42][CH2:43][CH3:44].[CH3:45][CH2:46][O:47][C:48]([CH3:49])=[O:50].[CH3:51][CH2:52][O:53][C:54]([CH3:55])=[O:56].[CH:22]([N:23]([CH2:24][CH3:25])[CH:26]([CH3:27])[CH3:28])([CH3:29])[CH3:30]>>[C:1]([CH3:2])([CH3:3])([CH3:4])[O:5][C:6](=[O:7])[NH:8][CH:9]([C:10]([O:11][CH2:32][c:33]1[cH:34][cH:35][cH:36][cH:37][cH:38]1)=[O:12])[CH2:13][c:14]1[cH:15][c:16]([I:21])[c:17]([OH:20])[cH:18][cH:19]1. The reactants are Cl (hydrochloric acid), C(#N)C=1C=CC(=C(C1)C1=NC(C2=NN=NC2=N1)=O)OCCC (2-(5-cyano-2-propoxyphenyl)-8-azapurin-6-one), [N-]=[N+]=[N-].[Na+] (sodium azide), [Cl-].[NH4+] (ammonium chloride). Solvent: CN1C(CCC1)=O (N-methylpyrrolid-2-one), O (water). Run at time 7 hour. Product: C(CC)OC1=C(C=C(C=C1)C1=NN=NN1)C1=NC(C2=NN=NC2=N1)=O (2-[2-propoxy-5-(tetrazol-5-yl)phenyl]-8-azapurin-6-one). Isolated yield 28.4%. Reaction SMILES: [C:1]([C:3]1[CH:4]=[CH:5][C:6]([O:19][CH2:20][CH2:21][CH3:22])=[C:7]([C:9]2[N:17]=[C:16]3[C:12](=[N:13][N:14]=[N:15]3)[C:11](=[O:18])[N:10]=2)[CH:8]=1)#[N:2].[N-:23]=[N+:24]=[N-:25].[Na+].[Cl-].[NH4+].Cl>O.CN1CCCC1=O>[CH2:20]([O:19][C:6]1[CH:5]=[CH:4][C:3]([C:1]2[NH:25][N:24]=[N:23][N:2]=2)=[CH:8][C:7]=1[C:9]1[N:17]=[C:16]2[C:12](=[N:13][N:14]=[N:15]2)[C:11](=[O:18])[N:10]=1)[CH2:21][CH3:22] |f:1.2,3.4|. Reported procedure: A mixture of 2-(5-cyano-2-propoxyphenyl)-8-azapurin-6-one (2.0 g), sodium azide (1.05 g), ammonium chloride (0.9 g) and N-methylpyrrolid-2-one (16 ml) was cautiously heated, with stirring, in a sealed flask for 7 hours at 100°-110° C. The mixture was then cooled and added to water (80 ml) and the mixture was acidified by treatment with concentrated hydrochloric acid. The solid which separated was filtered off and recrystallised from acetic acid to give 2-[2-propoxy-5-(tetrazol-5-yl)phenyl]-8-aza... Reactants: Cc1noc(NC(=O)OCC(Cl)(Cl)Cl)c1C, CS(C)=O, CCN(C(C)C)C(C)C, N#Cc1cccc(-c2csc(N3CCNCC3)n2)c1, O. The product is Cc1noc(NC(=O)N2CCN(c3nc(-c4cccc(C#N)c4)cs3)CC2)c1C. Reaction SMILES: [CH3:1][c:2]1[n:3][o:4][c:5]([NH:8][C:9]([O:10][CH2:11][C:12]([Cl:13])([Cl:14])[Cl:15])=[O:16])[c:6]1[CH3:7].[CH3:46][S:47](=[O:48])[CH3:49].[CH:36]([N:37]([CH:38]([CH3:39])[CH3:40])[CH2:41][CH3:42])([CH3:43])[CH3:44].[N:17]1([c:23]2[s:24][cH:25][c:26](-[c:28]3[cH:29][c:30]([C:31]#[N:32])[cH:33][cH:34][cH:35]3)[n:27]2)[CH2:18][CH2:19][NH:20][CH2:21][CH2:22]1.[OH2:45]>>[CH3:1][c:2]1[n:3][o:4][c:5]([NH:8][C:9](=[O:16])[N:20]2[CH2:19][CH2:18][N:17]([c:23]3[s:24][cH:25][c:26](-[c:28]4[cH:29][c:30]([C:31]#[N:32])[cH:33][cH:34][cH:35]4)[n:27]3)[CH2:22][CH2:21]2)[c:6]1[CH3:7].